From a dataset of the Open Reaction Database (ORD), a public repository of structured organic reaction records. describe an organic reaction: reactants, conditions, products, and yield The reactants are CC=1N=C(NN1)C1=NOC(=C1)C1=CC=C(C=C1)OC(F)(F)F (3-(5-methyl-2H-1,2,4-triazol-3-yl)-5-(4-(trifluoromethoxy)phenyl) isoxazole), C(=O)([O-])[O-].[K+].[K+] (K2CO3), BrC1=CC(=CC=C1)CBr (1-bromo-3-(bromomethyl)benzene). Solvent: O (H2O), CN(C)C=O (DMF). Reaction conditions: time 2 hour. Product: BrC=1C=C(CN2N=C(N=C2C)C2=NOC(=C2)C2=CC=C(C=C2)OC(F)(F)F)C=CC1 (3-(1-(3-Bromobenzyl)-5-methyl-1H-1,2,4-triazol-3-yl)-5-(4-(trifluoromethoxy)phenyl)isoxazole). The yield is 56.2%. Reaction SMILES: [CH3:1][C:2]1[N:3]=[C:4]([C:7]2[CH:11]=[C:10]([C:12]3[CH:17]=[CH:16][C:15]([O:18][C:19]([F:22])([F:21])[F:20])=[CH:14][CH:13]=3)[O:9][N:8]=2)[NH:5][N:6]=1.C([O-])([O-])=O.[K+].[K+].[Br:29][C:30]1[CH:35]=[CH:34][CH:33]=[C:32]([CH2:36]Br)[CH:31]=1>CN(C=O)C.O>[Br:29][C:30]1[CH:31]=[C:32]([CH:33]=[CH:34][CH:35]=1)[CH2:36][N:6]1[C:2]([CH3:1])=[N:3][C:4]([C:7]2[CH:11]=[C:10]([C:12]3[CH:13]=[CH:14][C:15]([O:18][C:19]([F:22])([F:20])[F:21])=[CH:16][CH:17]=3)[O:9][N:8]=2)=[N:5]1 |f:1.2.3|. Procedure: To a suspension of 3-(5-methyl-2H-1,2,4-triazol-3-yl)-5-(4-(trifluoromethoxy)phenyl) isoxazole (400 mg, 1.3 mmol) and K2CO3 (445 mg, 3.3 mmol) in DMF (5 mL) was added 1-bromo-3-(bromomethyl)benzene (323 mg, 1.3 mmol). The mixture was stirred at RT for 2 h, then diluted with H2O (30 mL) and extracted with EtOAc (2×40 mL). The combined organic layers were washed with H2O (20 mL) and concentrated under reduced pressure. The residue was purified by silica gel chromatography (Petroleum ether:EA=1:1) ... Reactants: compound 4, NC1=C(OCCCC(=O)OCC)C=CC=C1 (ethyl 4-(2-aminophenoxy)butyrate), C(CC)N1C=CC2=CC(=CC=C12)/C(=C/C(=O)O)/C (3-(1-propylindol-5-yl)isocrotonic acid). Product: C(CC)N1C=CC2=CC(=CC=C12)/C(=C/C(=O)NC1=C(OCCCC(=O)O)C=CC=C1)/C (4-{2-[3-(1-propylindole-5yl)isocrotonoyl amino]phenoxy}butyric acid). RXN SMILES: [NH2:1][C:2]1[CH:16]=[CH:15][CH:14]=[CH:13][C:3]=1[O:4][CH2:5][CH2:6][CH2:7][C:8]([O:10]CC)=[O:9].[CH2:17]([N:20]1[C:28]2[C:23](=[CH:24][C:25](/[C:29](/[CH3:34])=[CH:30]/[C:31](O)=[O:32])=[CH:26][CH:27]=2)[CH:22]=[CH:21]1)[CH2:18][CH3:19]>>[CH2:17]([N:20]1[C:28]2[C:23](=[CH:24][C:25](/[C:29](/[CH3:34])=[CH:30]/[C:31]([NH:1][C:2]3[CH:16]=[CH:15][CH:14]=[CH:13][C:3]=3[O:4][CH2:5][CH2:6][CH2:7][C:8]([OH:10])=[O:9])=[O:32])=[CH:26][CH:27]=2)[CH:22]=[CH:21]1)[CH2:18][CH3:19]. Procedure details: 177 mg of compound 4 was obtained in a similar manner to those described in the Example 1 and 2 using 481 mg of ethyl 4-(2-aminophenoxy)butyrate and 262 mg of 3-(1-propylindol-5-yl)isocrotonic acid obtained according to the procedures described in the Reference Examples 1-4. Run in ClC(C)Cl (dichloroethane), ClC(C)Cl (dichloroethane). Reaction SMILES: [S:1](=[O:4])(=[O:3])=[O:2].O1CCOCC1.S(=O)(=O)=O.[CH2:15]([OH:19])[CH:16]([CH3:18])[CH3:17]>ClC(Cl)C>[CH2:15]([O:19][S:1](=[O:3])(=[O:2])[OH:4])[CH:16]([CH3:18])[CH3:17] |f:0.1|. Reactants: S(=O)(=O)=O.O1CCOCC1 (sulfur trioxide dioxane), S(=O)(=O)=O (sulfur trioxide), C(C(C)C)O (isobutanol). Reported procedure: 609 g sulfur trioxide-dioxane addition product, which contained 143.9 g (1.8 mols) sulfur trioxide and was dissolved in 400 g dichloroethane, was reacted with 137.1 g (1.85 mols) isobutanol, and a solution of sulfuric acid monoisobutylester in dichloroethane was obtained. 66 g of this solution, which contained 49 g (0.32 mol) sulfuric acid monoisobutylester, was added dropwise within 1 hour to 59.5 g (0.33 mol) dichlorophenylphosphane. The whole was initially heated for a short while to 30° C. a... Yields the product C(C(C)C)OS(O)(=O)=O (sulfuric acid monoisobutylester). Reactants: CCOC(=O)c1cc(C)c(C#N)c(=O)[nH]1, C[O+](C)C, ClCCl, F[B-](F)(F)F, [Na+], [OH-]. Yields the product CCOC(=O)c1cc(C)c(C#N)c(OC)n1. RXN SMILES: [C:1](#[N:2])[c:3]1[c:4]([CH3:15])[cH:5][c:6]([C:10](=[O:11])[O:12][CH2:13][CH3:14])[nH:7][c:8]1=[O:9].[CH3:21][O+:22]([CH3:23])[CH3:24].[Cl:27][CH2:28][Cl:29].[F:16][B-:17]([F:18])([F:19])[F:20].[Na+:26].[OH-:25]>>[C:1](#[N:2])[c:3]1[c:4]([CH3:15])[cH:5][c:6]([C:10](=[O:11])[O:12][CH2:13][CH3:14])[n:7][c:8]1[O:9][CH3:21]. Run in CN(C=O)C (dimethylformamide). As a reaction SMILES: [Cl:1][C:2]1[C:3]2([O:25][CH2:24][CH2:23][O:22]2)[CH2:4][C@H:5]2[C@:18]([CH3:20])([CH:19]=1)[C@@H:17]1[C@H:8]([C@H:9]3[C@@:13]([CH2:15][CH2:16]1)([CH3:14])[C@@H:12]([OH:21])[CH2:11][CH2:10]3)[CH2:7][CH2:6]2.[Cr](O[Cr]([O-])(=O)=O)([O-])(=O)=O>CN(C)C=O>[Cl:1][C:2]1[C:3]2([O:22][CH2:23][CH2:24][O:25]2)[CH2:4][C@H:5]2[C@:18]([CH3:20])([CH:19]=1)[C@@H:17]1[C@H:8]([C@H:9]3[C@@:13]([CH2:15][CH2:16]1)([CH3:14])[C:12](=[O:21])[CH2:11][CH2:10]3)[CH2:7][CH2:6]2. The yield is 100.6%. Starting materials: ClC=1C2(C[C@@H]3CC[C@H]4[C@@H]5CC[C@@H]([C@@]5(C)CC[C@@H]4[C@]3(C1)C)O)OCCO2 (2-chloro-3,3-ethylenedioxy-5α-androst-1-en-17β-ol), [Cr](=O)(=O)([O-])O[Cr](=O)(=O)[O-] (dichromate). Yields the product ClC=1C2(C[C@@H]3CC[C@H]4[C@@H]5CCC([C@@]5(C)CC[C@@H]4[C@]3(C1)C)=O)OCCO2 (2-chloro-3,3-ethylenedioxy-5α-androst-1-en-17-one). Procedure: 5.0 g of 2-chloro-3,3-ethylenedioxy-5α-androst-1-en-17β-ol is stirred in 50 ml of dimethylformamide with 10 g of pyidinium dichromate for 17 hours at room temperature and then worked up as described in Example 10B. After evaporation, 5 g of 2-chloro-3,3-ethylenedioxy-5α-androst-1-en-17-one is obtained. Starting materials: ClC(C(=O)O)CCC1=C2C=CC(N(C2=C(C=C1)OC)C)=O (2-chloro-4-(8-methoxy-1-methyl-2-oxo-1,2-dihydroquinolin-5-yl)butyric acid), NC(=S)N (thiourea), C(C)(=O)[O-].[Na+] (sodium acetate). Solvent: COC(C)O (methoxyethanol). Run at temperature 110 celsius, time 4 hour. Yields the product COC=1C=CC(=C2C=CC(N(C12)C)=O)CCC1C(NC(S1)=O)=O (5-[2-(8-methoxy-1-methyl-2-oxo-1,2-dihydroquinolin-5-yl)ethyl]thiazolidine-2,4-dione). Isolated yield 33.9%. As a reaction SMILES: Cl[CH:2]([CH2:6][CH2:7][C:8]1[CH:17]=[CH:16][C:15]([O:18][CH3:19])=[C:14]2[C:9]=1[CH:10]=[CH:11][C:12](=[O:21])[N:13]2[CH3:20])[C:3]([OH:5])=O.[NH2:22][C:23](N)=[S:24].C([O-])(=[O:28])C.[Na+]>COC(O)C>[CH3:19][O:18][C:15]1[CH:16]=[CH:17][C:8]([CH2:7][CH2:6][CH:2]2[S:24][C:23](=[O:28])[NH:22][C:3]2=[O:5])=[C:9]2[C:14]=1[N:13]([CH3:20])[C:12](=[O:21])[CH:11]=[CH:10]2 |f:2.3|. Procedure details: 912 mg of 2-chloro-4-(8-methoxy-1-methyl-2-oxo-1,2-dihydroquinolin-5-yl)butyric acid, 390 mg of thiourea, and 394 mg of sodium acetate were added to 20 ml of methoxyethanol, followed by stirring at 110° C. for 4 hours. The reaction mixture was concentrated under reduced pressure. Water was added to the residue, and the mixture was extracted with dichloromethane. The extract was dried over anhydrous sodium sulfate and concentrated. The residue was added to a mixed solvent of 10 ml of 10% hydrochl... Reactants: O=C(O)CSC(=O)c1ccccc1, C(=NC1CCCCC1)=NC1CCCCC1, C1COCCO1, O=C1CCC(=O)N1O. Product: O=C(SCC(=O)C1CC(=O)N(O)C1=O)c1ccccc1. As a reaction SMILES: [C:1]([c:2]1[cH:3][cH:4][cH:5][cH:6][cH:7]1)(=[O:8])[S:9][CH2:10][C:11](=[O:12])[OH:13].[CH:22]1([N:23]=[C:24]=[N:25][CH:26]2[CH2:27][CH2:28][CH2:29][CH2:30][CH2:31]2)[CH2:32][CH2:33][CH2:34][CH2:35][CH2:36]1.[O:37]1[CH2:38][CH2:39][O:40][CH2:41][CH2:42]1.[OH:14][N:15]1[C:16](=[O:21])[CH2:17][CH2:18][C:19]1=[O:20]>>[C:1]([c:2]1[cH:3][cH:4][cH:5][cH:6][cH:7]1)(=[O:8])[S:9][CH2:10][C:11](=[O:13])[CH:17]1[C:16](=[O:21])[N:15]([OH:14])[C:19](=[O:20])[CH2:18]1.